This data is from the Open Reaction Database (ORD), a public repository of structured organic reaction records. The task is: describe an organic reaction: reactants, conditions, products, and yield Reactants: CN=C=O, Cc1ccccc1, CS(=O)(=O)c1ccc(C(CC2CCCC2)C(N)=O)cc1Cl. Yields the product CNC(=O)NC(=O)C(CC1CCCC1)c1ccc(S(C)(=O)=O)c(Cl)c1. As a reaction SMILES: [CH3:22][N:23]=[C:24]=[O:25].[CH3:26][c:27]1[cH:28][cH:29][cH:30][cH:31][cH:32]1.[Cl:1][c:2]1[cH:3][c:4]([CH:12]([C:13](=[O:14])[NH2:15])[CH2:16][CH:17]2[CH2:18][CH2:19][CH2:20][CH2:21]2)[cH:5][cH:6][c:7]1[S:8](=[O:9])(=[O:10])[CH3:11]>>[Cl:1][c:2]1[cH:3][c:4]([CH:12]([C:13](=[O:14])[NH:15][C:24]([NH:23][CH3:22])=[O:25])[CH2:16][CH:17]2[CH2:18][CH2:19][CH2:20][CH2:21]2)[cH:5][cH:6][c:7]1[S:8](=[O:9])(=[O:10])[CH3:11]. Starting materials: BrCC(=O)C1=CC(=CC=C1)C(F)(F)F (2-bromo-1-[3-(trifluoromethyl)phenyl]ethanone), NC(C(=O)OCC)=S (ethyl amino(thioxo)acetate). Conditions: temperature 80 celsius, time 3 hour. The product is FC(C=1C=C(C=CC1)C=1N=C(SC1)C(=O)OCC)(F)F (ethyl 4-[3-(trifluoromethyl)phenyl]-1,3-thiazole-2-carboxylate). Isolated yield 48.9%. As a reaction SMILES: Br[CH2:2][C:3]([C:5]1[CH:10]=[CH:9][CH:8]=[C:7]([C:11]([F:14])([F:13])[F:12])[CH:6]=1)=O.[NH2:15][C:16](=[S:22])[C:17]([O:19][CH2:20][CH3:21])=[O:18]>>[F:12][C:11]([F:14])([F:13])[C:7]1[CH:6]=[C:5]([C:3]2[N:15]=[C:16]([C:17]([O:19][CH2:20][CH3:21])=[O:18])[S:22][CH:2]=2)[CH:10]=[CH:9][CH:8]=1. Reported procedure: To 2-bromo-1-[3-(trifluoromethyl)phenyl]ethanone (14 g, 41 mmol) was added ethyl amino(thioxo)acetate (5.0 g, 38 mmol), and the mixture was stirred at 80° C. for 3 hr. The solvent was evaporated under reduced pressure, and the obtained crude product was purified by recrystallization (ethyl acetate) to give the title compound (5.6 g, 49%) as colorless crystals. Starting materials: Cc1cccc2cc(C=O)c(Cl)nc12, [K+], [K+], O=C([O-])[O-], CC(=O)[O-], CC(=O)[O-], O, [Pd+2], c1ccc(P(c2ccccc2)c2ccccc2)cc1, OB(O)c1cccs1. Yields the product Cc1cccc2cc(C=O)c(-c3cccs3)nc12. Reaction SMILES: [Cl:1][c:2]1[n:3][c:4]2[c:5]([CH3:14])[cH:6][cH:7][cH:8][c:9]2[cH:10][c:11]1[CH:12]=[O:13].[K+:23].[K+:24].[O-:25][C:26]([O-:27])=[O:28].[O-:50][C:51]([CH3:52])=[O:53].[O-:54][C:55]([CH3:56])=[O:57].[OH2:48].[Pd+2:49].[c:29]1([P:30]([c:31]2[cH:32][cH:33][cH:34][cH:35][cH:36]2)[c:37]2[cH:38][cH:39][cH:40][cH:41][cH:42]2)[cH:43][cH:44][cH:45][cH:46][cH:47]1.[s:15]1[c:16]([B:20]([OH:21])[OH:22])[cH:17][cH:18][cH:19]1>>[c:2]1(-[c:16]2[s:15][cH:19][cH:18][cH:17]2)[n:3][c:4]2[c:5]([CH3:14])[cH:6][cH:7][cH:8][c:9]2[cH:10][c:11]1[CH:12]=[O:13]. Reactants: N(=[N+]=[N-])[C@@H]1[C@@H](CN(C[C@@H]1C)C1=C(C=NC=C1)N(C(=O)OC(C)(C)C)C(=O)OC(C)(C)C)NC(=O)OC(C)(C)C (di-tert-butyl (4-{(3R,4S,5S)-4-azido-3-[(tert-butoxycarbonyl)amino]-5-methylpiperidin-1-yl}pyridin-3-yl)imidodicarbonate), C(=C)OC(C)=O (acetic acid ethenyl ester). The product is C(C)(C)(C)OC(=O)N[C@@H]1CN(C[C@@H]([C@@H]1N1N=NC=C1)C)C1=C(C=NC=C1)N(C(=O)OC(C)(C)C)C(=O)OC(C)(C)C (Di-tert-butyl {4-[(3R,4S,5S)-3-[(tert-butoxycarbonyl)amino]-5-methyl-4-(1H-1,2,3-triazol-1-yl)piperidin-1-yl]pyridin-3-yl}imidodicarbonate). Isolated yield 21.1%. As a reaction SMILES: [N:1]([C@H:4]1[C@@H:9]([CH3:10])[CH2:8][N:7]([C:11]2[CH:16]=[CH:15][N:14]=[CH:13][C:12]=2[N:17]([C:25]([O:27][C:28]([CH3:31])([CH3:30])[CH3:29])=[O:26])[C:18]([O:20][C:21]([CH3:24])([CH3:23])[CH3:22])=[O:19])[CH2:6][C@H:5]1[NH:32][C:33]([O:35][C:36]([CH3:39])([CH3:38])[CH3:37])=[O:34])=[N+:2]=[N-:3].[CH:40](OC(=O)C)=[CH2:41]>>[C:36]([O:35][C:33]([NH:32][C@H:5]1[C@@H:4]([N:1]2[CH:41]=[CH:40][N:3]=[N:2]2)[C@@H:9]([CH3:10])[CH2:8][N:7]([C:11]2[CH:16]=[CH:15][N:14]=[CH:13][C:12]=2[N:17]([C:25]([O:27][C:28]([CH3:29])([CH3:31])[CH3:30])=[O:26])[C:18]([O:20][C:21]([CH3:24])([CH3:23])[CH3:22])=[O:19])[CH2:6]1)=[O:34])([CH3:38])([CH3:37])[CH3:39]. Reported procedure: A solution of di-tert-butyl (4-{(3R,4S,5S)-4-azido-3-[(tert-butoxycarbonyl)amino]-5-methylpiperidin-1-yl}pyridin-3-yl)imidodicarbonate (0.37 g, 0.67 mmol) in acetic acid ethenyl ester (5.50 mL, 59.7 mmol) in a sealed flask was heated at 115° C. for 40 h. The reaction mixture was concentrated under reduced pressure and the residue was purified by chromatography on silica using a CombiFlash® apparatus (50 to 100% EtOAc in hexanes) to give the sub-title compound (81 mg, 21%). LCMS calc. for C28H44N... Starting materials: C, O=C1CCC(CC(C(=O)Nc2cnc(OCCOCc3ccccc3)cn2)c2ccc(S(=O)(=O)C3CC3)c(C3CC3)c2)C1, CO, [Pd]. The product is O=C1CCC(CC(C(=O)Nc2cnc(OCCO)cn2)c2ccc(S(=O)(=O)C3CC3)c(C3CC3)c2)C1. As a reaction SMILES: [C:46].[CH2:1]([c:2]1[cH:3][cH:4][cH:5][cH:6][cH:7]1)[O:8][CH2:9][CH2:10][O:11][c:12]1[n:13][cH:14][c:15]([NH:18][C:19]([CH:20]([CH2:21][CH:22]2[CH2:23][C:24](=[O:27])[CH2:25][CH2:26]2)[c:28]2[cH:29][c:30]([CH:40]3[CH2:41][CH2:42]3)[c:31]([S:34](=[O:35])(=[O:36])[CH:37]3[CH2:38][CH2:39]3)[cH:32][cH:33]2)=[O:43])[n:16][cH:17]1.[CH3:44][OH:45].[Pd:47]>>[OH:8][CH2:9][CH2:10][O:11][c:12]1[n:13][cH:14][c:15]([NH:18][C:19]([CH:20]([CH2:21][CH:22]2[CH2:23][C:24](=[O:27])[CH2:25][CH2:26]2)[c:28]2[cH:29][c:30]([CH:40]3[CH2:41][CH2:42]3)[c:31]([S:34](=[O:35])(=[O:36])[CH:37]3[CH2:38][CH2:39]3)[cH:32][cH:33]2)=[O:43])[n:16][cH:17]1. Reactants: N#Cc1ccc(N(Cc2ccc(OCc3ccccc3)c(F)c2)n2cnnc2)cc1, C1CCOC1, CCO, CCOC(C)=O. Yields the product N#Cc1ccc(N(Cc2ccc(O)c(F)c2)n2cnnc2)cc1. RXN SMILES: [CH2:1]([c:2]1[cH:3][cH:4][cH:5][cH:6][cH:7]1)[O:8][c:9]1[c:10]([F:30])[cH:11][c:12]([CH2:13][N:14]([c:15]2[cH:16][cH:17][c:18]([C:19]#[N:20])[cH:21][cH:22]2)[n:23]2[cH:24][n:25][n:26][cH:27]2)[cH:28][cH:29]1.[CH2:34]1[O:35][CH2:36][CH2:37][CH2:38]1.[CH3:31][CH2:32][OH:33].[CH3:39][CH2:40][O:41][C:42](=[O:43])[CH3:44]>>[OH:8][c:9]1[c:10]([F:30])[cH:11][c:12]([CH2:13][N:14]([c:15]2[cH:16][cH:17][c:18]([C:19]#[N:20])[cH:21][cH:22]2)[n:23]2[cH:24][n:25][n:26][cH:27]2)[cH:28][cH:29]1.